Dataset: the Open Reaction Database (ORD), a public repository of structured organic reaction records. Task: describe an organic reaction: reactants, conditions, products, and yield The reactants are COC1=C(C=CC=C1)CCO (2-(2-methoxyphenyl)ethanol), COC1=C(C=CC=C1)CC=O ((2-methoxyphenyl)acetaldehyde), COC(N(C)C)OC (dimethylformamide dimethyl acetal). Conditions: time 1 hour. The product is COC1=C(C=CC=C1)CC=O ((2-Methoxyphenyl)acetaldehyde), CN(C=C(C=O)C1=C(C=CC=C1)OC)C (3-dimethylamino-2-(2-methoxyphenyl)propenal). Yield: 90.0%. As a reaction SMILES: [CH3:1][O:2][C:3]1[CH:8]=[CH:7][CH:6]=[CH:5][C:4]=1[CH2:9][CH2:10][OH:11].[CH3:12][O:13][C:14]1[CH:19]=[CH:18][CH:17]=[CH:16][C:15]=1[CH2:20][CH:21]=[O:22].CO[CH:25](OC)[N:26]([CH3:28])[CH3:27]>>[CH3:1][O:2][C:3]1[CH:8]=[CH:7][CH:6]=[CH:5][C:4]=1[CH2:9][CH:10]=[O:11].[CH3:25][N:26]([CH3:28])[CH:27]=[C:20]([C:15]1[CH:16]=[CH:17][CH:18]=[CH:19][C:14]=1[O:13][CH3:12])[CH:21]=[O:22]. Procedure details: (2-Methoxyphenyl)acetaldehyde is prepared by oxidation of 2-(2-methoxyphenyl)ethanol according to the procedure disclosed in J. Org. Chem., 49:1720, 1999. A mixture of (2-methoxyphenyl)acetaldehyde (3.8 g, 25.3 mmol) and dimethylformamide dimethyl acetal (4.52 g, 37.9 mmol) is stirred at room temperature for 1 hour. Excess of the acetal is removed under reduced pressure to leave 4.68 g of 3-dimethylamino-2-(2-methoxyphenyl)propenal (90%).